From a dataset of the Open Reaction Database (ORD), a public repository of structured organic reaction records. describe an organic reaction: reactants, conditions, products, and yield The reactants are FC1=C(C[C@@H]2N(CC[C@H](C2)C2=CC(NO2)=O)C(=O)OC)C=CC=C1 ((2R,4R)-Methyl 2-(2-fluorobenzyl)-4-(3-oxo-2,3-dihydroisoxazol-5-yl)piperidine-1-carboxylate). The solvent is Br (hydrogen bromide). Yields the product FC1=C(C[C@@H]2NCC[C@H](C2)C2=CC(NO2)=O)C=CC=C1 (5-((2R,4R)-2-(2-fluorobenzyl)-piperidin-4-yl)isoxazol-3(2H)-one). Isolated yield 49.4%. As a reaction SMILES: [F:1][C:2]1[CH:24]=[CH:23][CH:22]=[CH:21][C:3]=1[CH2:4][C@H:5]1[CH2:10][C@H:9]([C:11]2[O:15][NH:14][C:13](=[O:16])[CH:12]=2)[CH2:8][CH2:7][N:6]1C(OC)=O>Br>[F:1][C:2]1[CH:24]=[CH:23][CH:22]=[CH:21][C:3]=1[CH2:4][C@H:5]1[CH2:10][C@H:9]([C:11]2[O:15][NH:14][C:13](=[O:16])[CH:12]=2)[CH2:8][CH2:7][NH:6]1. Reported procedure: (2R,4R)-Methyl 2-(2-fluorobenzyl)-4-(3-oxo-2,3-dihydroisoxazol-5-yl)piperidine-1-carboxylate (185 mg, 0.55 mmol) (from example 102, step 2) was stirred in hydrogen bromide (33% in AcOH) overnight (17 h). Evaporation of solvents and purification by preparative HPLC (Instrument: FractionLynx I, Mobilphase: gradient 5-95% MeCN in 0.2% NH3, pH10, Column: Xbridge Prep C18 5 μm OBD 19*150 mm) yielded 5-((2R,4R)-2-(2-fluorobenzyl)-piperidin-4-yl)isoxazol-3(2H)-one (75 mg, 49%). 1H NMR (600 MHz, DMSO) δ... Starting materials: Clc1ccc(OC2CCN(Cc3ccccc3)C2)cc1Cl, O=C(Cl)Cl, c1ccccc1. Yields the product O=C(Cl)N1CCC(Oc2ccc(Cl)c(Cl)c2)C1. As a reaction SMILES: [CH2:5]([c:6]1[cH:7][cH:8][cH:9][cH:10][cH:11]1)[N:12]1[CH2:13][CH:14]([O:17][c:18]2[cH:19][c:20]([Cl:25])[c:21]([Cl:24])[cH:22][cH:23]2)[CH2:15][CH2:16]1.[Cl:1][C:2]([Cl:3])=[O:4].[cH:26]1[cH:27][cH:28][cH:29][cH:30][cH:31]1>>[Cl:1][C:2](=[O:4])[N:12]1[CH2:13][CH:14]([O:17][c:18]2[cH:19][c:20]([Cl:25])[c:21]([Cl:24])[cH:22][cH:23]2)[CH2:15][CH2:16]1. The reactants are O=C([O-])[O-], CC#N, O=C(CCC(=O)N1CCC(c2ccc(Cl)cc2)CC1)c1ccc2c(c1)CCNCC2, CCI, [K+], [K+], O. Product: CCN1CCc2ccc(C(=O)CCC(=O)N3CCC(c4ccc(Cl)cc4)CC3)cc2CC1. Reaction SMILES: [C:34](=[O:35])([O-:36])[O-:37].[CH3:41][C:42]#[N:43].[Cl:1][c:2]1[cH:3][cH:4][c:5]([CH:8]2[CH2:9][CH2:10][N:11]([C:14]([CH2:15][CH2:16][C:17](=[O:18])[c:19]3[cH:20][c:21]4[c:22]([cH:28][cH:29]3)[CH2:23][CH2:24][NH:25][CH2:26][CH2:27]4)=[O:30])[CH2:12][CH2:13]2)[cH:6][cH:7]1.[I:31][CH2:32][CH3:33].[K+:38].[K+:39].[OH2:40]>>[Cl:1][c:2]1[cH:3][cH:4][c:5]([CH:8]2[CH2:9][CH2:10][N:11]([C:14]([CH2:15][CH2:16][C:17](=[O:18])[c:19]3[cH:20][c:21]4[c:22]([cH:28][cH:29]3)[CH2:23][CH2:24][N:25]([CH2:32][CH3:33])[CH2:26][CH2:27]4)=[O:30])[CH2:12][CH2:13]2)[cH:6][cH:7]1. Starting materials: ArH, ArH, C(C=CC)C=1C=C(C=CC1)[N+](=O)[O-] (3-(2-butenyl)nitrobenzene), [H][H] (hydrogen). Reagents/catalysts: [Pd] (palladium on carbon). The product is C(CCC)C=1C=C(N)C=CC1 (3-butylaniline). Yield: 89.4%. Reaction SMILES: [CH2:1]([C:5]1[CH:6]=[C:7]([N+:11]([O-])=O)[CH:8]=[CH:9][CH:10]=1)[CH:2]=[CH:3][CH3:4].[H][H]>[Pd]>[CH2:1]([C:5]1[CH:6]=[C:7]([CH:8]=[CH:9][CH:10]=1)[NH2:11])[CH2:2][CH2:3][CH3:4]. Reported procedure: Treatment of 3-nitrobenzaldehyde (8.2 g) with propyltriphenyl phosphonium bromide (25 g) and n-butyllithium in hexane (64.9 mmol), as described in Example 1a, gave 3-(2-butenyl)nitrobenzene (9.3 g), δ (360 MHz, CDCl3) 1.1 (3H, t, CH3), 2.4 (2H, m, CH2CH3). 5.8 (1H, m, =CH--CH2), 6.3 (1H, m, CH=CH2), 7.2 to 8.0 (4H, m, ArH). Treatment of the above 3-(2-butenyl)nitrobenzene (9.3 g) with hydrogen and palladium on carbon (10%, 0.93 g) as described in Example 1a, gave 3-butylaniline (7.0 g), δ (60 MH... Reactants: O=Cc1ccc(CO)cn1, O, OO. Yields the product O=C(O)c1ccc(CO)cn1. RXN SMILES: [CH:1](=[O:2])[c:3]1[n:4][cH:5][c:6]([CH2:9][OH:10])[cH:7][cH:8]1.[OH2:13].[OH:11][OH:12]>>[C:1](=[O:2])([c:3]1[n:4][cH:5][c:6]([CH2:9][OH:10])[cH:7][cH:8]1)[OH:11]. The reactants are C(C)(=O)OCC=1C(=NC=CC1C1=CN(C(C(=C1)NC1=NC=C(C=C1)N1[C@H](CN(CC1)C1COC1)CC)=O)C)N1C(C=2N(C=3CCCCC3C2)CC1)=O ((S)-(4-(5-(5-(2-ethyl-4-(oxetan-3-yl)piperazin-1-yl)pyridin-2-ylamino)-1-methyl-6-oxo-1,6-dihydropyridin-3-yl)-2-(1-oxo-3,4,6,7,8,9-hexahydropyrazino[1,2-a]indol-2(1H)-yl)pyridin-3-yl)methyl acetate), [Li+].[OH-] (LiOH). Solvent: CC(C)O.C1CCOC1 (iPrOH THF), O (H2O). Reaction conditions: temperature 30 celsius, time 1 hour. Product: C(C)[C@@H]1N(CCN(C1)C1COC1)C=1C=CC(=NC1)NC1=CC(=CN(C1=O)C)C1=C(C(=NC=C1)N1C(C=2N(C=3CCCCC3C2)CC1)=O)CO ((S)-2-(4-(5-(5-(2-ethyl-4-(oxetan-3-yl)piperazin-1-yl)pyridin-2-ylamino)-1-methyl-6-oxo-1,6-dihydropyridin-3-yl)-3-(hydroxymethyl)pyridin-2-yl)-3,4,6,7,8,9-hexahydropyrazino[1,2-a]indol-1(2H)-one). Yield: 18.6%. Reaction SMILES: C([O:4][CH2:5][C:6]1[C:7]([N:39]2[CH2:51][CH2:50][N:42]3[C:43]4[CH2:44][CH2:45][CH2:46][CH2:47][C:48]=4[CH:49]=[C:41]3[C:40]2=[O:52])=[N:8][CH:9]=[CH:10][C:11]=1[C:12]1[CH:17]=[C:16]([NH:18][C:19]2[CH:24]=[CH:23][C:22]([N:25]3[CH2:30][CH2:29][N:28]([CH:31]4[CH2:34][O:33][CH2:32]4)[CH2:27][C@@H:26]3[CH2:35][CH3:36])=[CH:21][N:20]=2)[C:15](=[O:37])[N:14]([CH3:38])[CH:13]=1)(=O)C.[Li+].[OH-]>CC(O)C.C1COCC1.O>[CH2:35]([C@H:26]1[CH2:27][N:28]([CH:31]2[CH2:32][O:33][CH2:34]2)[CH2:29][CH2:30][N:25]1[C:22]1[CH:23]=[CH:24][C:19]([NH:18][C:16]2[C:15](=[O:37])[N:14]([CH3:38])[CH:13]=[C:12]([C:11]3[CH:10]=[CH:9][N:8]=[C:7]([N:39]4[CH2:51][CH2:50][N:42]5[C:43]6[CH2:44][CH2:45][CH2:46][CH2:47][C:48]=6[CH:49]=[C:41]5[C:40]4=[O:52])[C:6]=3[CH2:5][OH:4])[CH:17]=2)=[N:20][CH:21]=1)[CH3:36] |f:1.2,3.4|. Reported procedure: A mixture of 131a (150 mg, 0.21 mmol) and LiOH (50 mg, 2.1 mmol) in iPrOH/THF (1:1, 4 mL) and H2O (1 mL) was stirred at 30° C. for 1 h. The mixture was evaporated in vacuo and the residue was extracted with EtOAc (10 mL×2). The combined EtOAc extract was concentrated under reduced pressure and the residue was purified by reverse-phase prep-HPLC to afford 131 (26 mg, 25%) as a white solid. LCMS: [M+H]+ 665. 1H NMR (500 MHz, CDCl3) δ 8.64 (d, J=2.0, 1H), 8.50 (d, J=5.0, 1H), 7.93 (d, J=2.5, 1H), 7... The reactants are NC1=NNC(=C1C#N)N (3,5-Diamino-4-cyanopyrazole), IC (iodomethane), C([O-])([O-])=O.[K+].[K+] (potassium carbonate). Run in CC(=O)C (acetone). Product: NC1=NN(C(=C1C#N)N)C (3,5-diamino-4-cyano-1-methylpyrazole). The yield is 16.2%. As a reaction SMILES: [NH2:1][C:2]1[C:6]([C:7]#[N:8])=[C:5]([NH2:9])[NH:4][N:3]=1.IC.[C:12](=O)([O-])[O-].[K+].[K+]>CC(C)=O>[NH2:1][C:2]1[C:6]([C:7]#[N:8])=[C:5]([NH2:9])[N:4]([CH3:12])[N:3]=1 |f:2.3.4|. Procedure details: 3,5-Diamino-4-cyanopyrazole (6.1 g) prepared as in Example 3, iodomethane (3.1 ml), anhydrous potassium carbonate (7.6 g) and acetone (120 ml) were heated under reflux for 18 hours. The mixture was filtered, and the filtrate was concentrated to a viscous oil. Trituration of the oil with water gave a precipitate of 3,5-diamino-4-cyano-1-methylpyrazole (1.1 g), m.p. 194°-196° C.